This data is from the Open Reaction Database (ORD), a public repository of structured organic reaction records. The task is: describe an organic reaction: reactants, conditions, products, and yield Reactants: ClC1=C(C=CC(=C1)F)C(C(=O)NC1=CC=C(C=C1)Cl)O ((2-chloro-4-fluorophenyl)-N-(4-chlorophenyl)hydroxyacetamide), ClC1=C(C=CC(=C1)F)C(C(=O)O)O ((2-chloro-4-fluorophenyl)hydroxyacetic acid). Product: ClC1=C(C=CC=C1)C(C(=O)NC1=CC=C(C=C1)Cl)O ((2-Chlorophenyl)-N-(4-chlorophenyl)hydroxyacetamide). As a reaction SMILES: [Cl:1][C:2]1[CH:7]=[C:6](F)[CH:5]=[CH:4][C:3]=1[CH:9]([OH:20])[C:10]([NH:12][C:13]1[CH:18]=[CH:17][C:16]([Cl:19])=[CH:15][CH:14]=1)=[O:11].ClC1C=C(F)C=CC=1C(O)C(O)=O>>[Cl:1][C:2]1[CH:7]=[CH:6][CH:5]=[CH:4][C:3]=1[CH:9]([OH:20])[C:10]([NH:12][C:13]1[CH:14]=[CH:15][C:16]([Cl:19])=[CH:17][CH:18]=1)=[O:11]. Reported procedure: In the same way, (2-chloro-4-fluorophenyl)-N-(4-chlorophenyl)hydroxyacetamide, compound VII.3, is prepared from (2-chloro-4-fluorophenyl)hydroxyacetic acid (synthesized according to J. Med. Chem., 1987, 30 (8), 1447, from 2-chloro-4-fluorobenzaldehyde and bromoform); M.p.=136° C. Starting materials: FCC(C(=O)O)(O)CF (3-fluoro-2-fluoromethyl-2-hydroxy-propionic acid), C(C)O (ethanol), OS(=O)(=O)O (H2SO4). Run at time 30 minute. Product: C(C)OC(C(CF)(O)CF)=O (3-Fluoro-2-fluoromethyl-2-hydroxy-propionic acid ethyl ester). As a reaction SMILES: [F:1][CH2:2][C:3]([CH2:8][F:9])([OH:7])[C:4]([OH:6])=[O:5].OS(O)(=O)=O.[CH2:15](O)[CH3:16]>>[CH2:15]([O:5][C:4](=[O:6])[C:3]([CH2:8][F:9])([OH:7])[CH2:2][F:1])[CH3:16]. Procedure details: Crude 3-fluoro-2-fluoromethyl-2-hydroxy-propionic acid (17 g) was dissolved in ethanol (400 ml) and H2SO4 (98%, 30 g) was added. The reaction mixture was refluxed for 16 h. The reaction mixture was cooled to ambient temperature and filtered. The solution was carefully treated with 30 g solid Na2CO3 and the resulting mixture was stirred for 30 min at room temperature. 400 ml DCM were added and the mixture was filtered. The solution was concentrated (50° C., 150 mbar) and further purified by disti... The reactants are COc1ccc(CCN)cc1Br, CC(C)c1cnc(Cl)nc1. Yields the product COc1ccc(CCNc2ncc(C(C)C)cn2)cc1Br. Reaction SMILES: [Br:1][c:2]1[cH:3][c:4]([CH2:10][CH2:11][NH2:12])[cH:5][cH:6][c:7]1[O:8][CH3:9].[Cl:13][c:14]1[n:15][cH:16][c:17]([CH:20]([CH3:21])[CH3:22])[cH:18][n:19]1>>[Br:1][c:2]1[cH:3][c:4]([CH2:10][CH2:11][NH:12][c:14]2[n:15][cH:16][c:17]([CH:20]([CH3:21])[CH3:22])[cH:18][n:19]2)[cH:5][cH:6][c:7]1[O:8][CH3:9].